From a dataset of the Open Reaction Database (ORD), a public repository of structured organic reaction records. describe an organic reaction: reactants, conditions, products, and yield The reactants are O=C([O-])[O-], O=C([O-])O, CN(C)C=O, COCC1COCCN1CCCl, Cl, COCCOCOc1cc(CC2CNCCN2C(=O)c2cc(C(F)(F)F)cc(C(F)(F)F)c2)ccc1C, [I-], [K+], [K+], [K+], [Na+]. Product: COCCOCOc1cc(CC2CN(CCN3CCOCC3COC)CCN2C(=O)c2cc(C(F)(F)F)cc(C(F)(F)F)c2)ccc1C. As a reaction SMILES: [C:51](=[O:52])([O-:53])[O-:54].[C:59](=[O:60])([O-:61])[OH:62].[CH3:64][N:65]([CH3:66])[CH:67]=[O:68].[Cl:39][CH2:40][CH2:41][N:42]1[CH:43]([CH2:48][O:49][CH3:50])[CH2:44][O:45][CH2:46][CH2:47]1.[ClH:38].[F:1][C:2]([c:3]1[cH:4][c:5]([C:6](=[O:7])[N:8]2[CH:9]([CH2:14][c:15]3[cH:16][c:17]([O:22][CH2:23][O:24][CH2:25][CH2:26][O:27][CH3:28])[c:18]([CH3:21])[cH:19][cH:20]3)[CH2:10][NH:11][CH2:12][CH2:13]2)[cH:29][c:30]([C:32]([F:33])([F:34])[F:35])[cH:31]1)([F:36])[F:37].[I-:58].[K+:55].[K+:56].[K+:57].[Na+:63]>>[F:1][C:2]([c:3]1[cH:4][c:5]([C:6](=[O:7])[N:8]2[CH:9]([CH2:14][c:15]3[cH:16][c:17]([O:22][CH2:23][O:24][CH2:25][CH2:26][O:27][CH3:28])[c:18]([CH3:21])[cH:19][cH:20]3)[CH2:10][N:11]([CH2:40][CH2:41][N:42]3[CH:43]([CH2:48][O:49][CH3:50])[CH2:44][O:45][CH2:46][CH2:47]3)[CH2:12][CH2:13]2)[cH:29][c:30]([C:32]([F:33])([F:34])[F:35])[cH:31]1)([F:36])[F:37]. Reactants: FC1=C(C=CC=C1)C1=C(C=C2N3[C@@H](C(NN=C3COC2=C1)=O)C)[C@@H](C)C1(CNC1)C ((R)-7-(2-fluoro-phenyl)-4-methyl-6-[(R)-1-(3-methyl-azetidin-3-yl)-ethyl]-2,10-dihydro-9-oxa-1,2,4a-triaza-phenanthren-3-one), C=O (paraformaldehyde), C(=O)(O)[O-].[Na+] (NaHCO3), [BH3-]C#N.[Na+] (NaBH3CN). Solvent: CC(=O)O (AcOH), CO (MeOH). Run at time 1 hour. The product is CN1CC(C1)(C)[C@H](C)C=1C=C2N3[C@@H](C(NN=C3COC2=CC1C1=C(C=CC=C1)F)=O)C ((R)-6-[(R)-1-(1,3-dimethyl-azetidin-3-yl)-ethyl]-7-(2-fluoro-phenyl)-4-methyl-2,10-dihydro-9-oxa-1,2,4a-triaza-phenanthren-3-one). The yield is 41.1%. RXN SMILES: [F:1][C:2]1[CH:7]=[CH:6][CH:5]=[CH:4][C:3]=1[C:8]1[CH:21]=[C:20]2[C:11]([N:12]3[C:17]([CH2:18][O:19]2)=[N:16][NH:15][C:14](=[O:22])[C@H:13]3[CH3:23])=[CH:10][C:9]=1[C@H:24]([C:26]1([CH3:30])[CH2:29][NH:28][CH2:27]1)[CH3:25].C=O.[BH3-][C:34]#N.[Na+].C([O-])(O)=O.[Na+]>CC(O)=O.CO>[CH3:34][N:28]1[CH2:29][C:26]([C@@H:24]([C:9]2[CH:10]=[C:11]3[C:20](=[CH:21][C:8]=2[C:3]2[CH:4]=[CH:5][CH:6]=[CH:7][C:2]=2[F:1])[O:19][CH2:18][C:17]2[N:12]3[C@H:13]([CH3:23])[C:14](=[O:22])[NH:15][N:16]=2)[CH3:25])([CH3:30])[CH2:27]1 |f:2.3,4.5|. Procedure: To a solution of (R)-7-(2-fluoro-phenyl)-4-methyl-6-[(R)-1-(3-methyl-azetidin-3-yl)-ethyl]-2,10-dihydro-9-oxa-1,2,4a-triaza-phenanthren-3-one (0.04 g, 0.098 mmol) in AcOH (0.5 mL) and MeOH (5 mL) was added paraformaldehyde (0.029 g, 0.979 mmol) and the resulting mixture was stirred at ambient temperature for 1 h. NaBH3CN (0.015 g, 0.245 mmol) was added and the reaction mixture was stirred at ambient temperature overnight. Aqueous NaHCO3 (10 mL) was added and the aqueous solution was extracted wi... Reactants: CN[C@H]1[C@@H](CCCC1)NC (trans-N,N′-Dimethyl-1,2-cyclohexanediamine), C[Si](N[Si](C)(C)C)(C)C (1,1,1,3,3,3-hexamethyldisilazane), Cl (HCl), BrC=1C=C(C(=O)O)C=CC1 (3-bromobenzoic acid), [Na+].[I-] (NaI). Reagents/catalysts: [Cu]I (CuI). Run in O1CCOCC1 (dioxane). Conditions: temperature 110 celsius, time 23 hour. Product: IC=1C=C(C(=O)O)C=CC1 (3-iodobenzoic acid). The yield is 89.5%. Reaction SMILES: Br[C:2]1[CH:3]=[C:4]([CH:8]=[CH:9][CH:10]=1)[C:5]([OH:7])=[O:6].[Na+].[I-:12].CN[C@@H]1CCCC[C@H]1NC.C[Si](C)(C)N[Si](C)(C)C.Cl>[Cu]I.O1CCOCC1>[I:12][C:2]1[CH:3]=[C:4]([CH:8]=[CH:9][CH:10]=1)[C:5]([OH:7])=[O:6] |f:1.2|. Reported procedure: A Schlenk tube was charged with CuI (9.6 mg, 0.0504 mmol, 5.0 mol %), 3-bromobenzoic acid (210 mg, 1.00 mmol), NaI (300 mg, 2.00 mmol), evacuated and backfilled with argon. trans-N,N′-Dimethyl-1,2-cyclohexanediamine (16 μL, 0.10 mmol, 10 mol %), 1,1,1,3,3,3-hexamethyldisilazane (211 μL, 1.00 mmol), and dioxane (1.0 mL) were added under argon. The Schlenk tube was sealed with a Teflon valve and the reaction mixture was stirred at 110° C. for 23 h. The resulting suspension was allowed to reach roo... Reactants: Cl.O1CCOCC1 (hydrogen chloride dioxane), FC=1C=CC2=C(N(C3=C(OC2)C=CC=C3)C[C@@H]3N(CCCC3)CCC3=CC=C(C=C3)OC)C1 ((R)-3-fluoro-5,11-dihydro-5-[1-(4-methoxyphenethyl)piperidin-2-yl-methyl]dibenzo[b,e][1,4]oxazepine). The solvent is ClCCl (dichloromethane). Conditions: time 30 minute. Yields the product Cl.FC=1C=CC2=C(N(C3=C(OC2)C=CC=C3)C[C@@H]3N(CCCC3)CCC3=CC=C(C=C3)OC)C1 ((R)-3-Fluoro-5,11-dihydro-5-[1-(4-methoxyphenethyl)piperidin-2-yl-methyl]dibenzo[b,e][1,4]oxazepine hydrochloride), solid. Yield: 79.0%. As a reaction SMILES: [ClH:1].O1CCOCC1.[F:8][C:9]1[CH:10]=[CH:11][C:12]2[CH2:18][O:17][C:16]3[CH:19]=[CH:20][CH:21]=[CH:22][C:15]=3[N:14]([CH2:23][C@H:24]3[CH2:29][CH2:28][CH2:27][CH2:26][N:25]3[CH2:30][CH2:31][C:32]3[CH:37]=[CH:36][C:35]([O:38][CH3:39])=[CH:34][CH:33]=3)[C:13]=2[CH:40]=1>ClCCl>[ClH:1].[F:8][C:9]1[CH:10]=[CH:11][C:12]2[CH2:18][O:17][C:16]3[CH:19]=[CH:20][CH:21]=[CH:22][C:15]=3[N:14]([CH2:23][C@H:24]3[CH2:29][CH2:28][CH2:27][CH2:26][N:25]3[CH2:30][CH2:31][C:32]3[CH:37]=[CH:36][C:35]([O:38][CH3:39])=[CH:34][CH:33]=3)[C:13]=2[CH:40]=1 |f:0.1,4.5|. Procedure details: 0.3 ml of 4 M hydrogen chloride/dioxane was added to a solution of (R)-3-fluoro-5,11-dihydro-5-[1-(4-methoxyphenethyl)piperidin-2-yl-methyl]dibenzo[b,e][1,4]oxazepine (300 mg, 0.7 mmol) in dichloromethane (5 ml), and they were stirred together for 30 minutes. The solvent was evaporated under reduced pressure. The obtained residue was solidified with a mixed solvent of hexane and ethyl acetate. The solid thus precipitated was taken by the filtration to obtain the title compound in the form of a b... The reactants are C(C)N(C(C)C)C(C)C (N-ethyl-diisopropyl amine), COC1=CC=C(C2=C1N=C(S2)N)N2CCOCC2 (4-methoxy-7-morpholin-4-yl-benzothiazol-2-ylamine), C(C)(=O)O[C@H]1C[C@H](CC1)CC(=O)O ((rac)-(cis)-3-(acetyloxy)-cyclopentaneacetic acid), CN(C=O)C (N,N-dimethylformamide), C(C(=O)Cl)(=O)Cl (oxalyl chloride), C(O)([O-])=O.[Na+] (sodium hydrogen carbonate). Run in ClCCl (dichloromethane). Run at time 18 hour. Product: C(C)(=O)O[C@H]1C[C@H](CC1)CC(=O)NC=1SC2=C(N1)C(=CC=C2N2CCOCC2)OC ((rac)-(cis)-2-(3-acetoxy-cyclopentyl)-N-(4-methoxy-7-morpholin-4-yl-benzothiazol-2-yl)-acetamide). Reaction SMILES: [C:1]([O:4][C@@H:5]1[CH2:9][CH2:8][C@H:7]([CH2:10][C:11]([OH:13])=O)[CH2:6]1)(=[O:3])[CH3:2].CN(C)C=O.C(Cl)(=O)C(Cl)=O.C(N(C(C)C)C(C)C)C.[CH3:34][O:35][C:36]1[C:41]2[N:42]=[C:43]([NH2:45])[S:44][C:40]=2[C:39]([N:46]2[CH2:51][CH2:50][O:49][CH2:48][CH2:47]2)=[CH:38][CH:37]=1.C(=O)([O-])O.[Na+]>ClCCl>[C:1]([O:4][C@@H:5]1[CH2:9][CH2:8][C@H:7]([CH2:10][C:11]([NH:45][C:43]2[S:44][C:40]3[C:39]([N:46]4[CH2:51][CH2:50][O:49][CH2:48][CH2:47]4)=[CH:38][CH:37]=[C:36]([O:35][CH3:34])[C:41]=3[N:42]=2)=[O:13])[CH2:6]1)(=[O:3])[CH3:2] |f:5.6|. Procedure details: To a solution of (rac)-(cis)-3-(acetyloxy)-cyclopentaneacetic acid (770 mg, 4.1 mmol) and N,N-dimethylformamide (0.01 ml, 0.13 mmol) in dichloromethane (10 ml) were added oxalyl chloride (1.4 ml, 17 mmol) and the resulting solution stirred for 18 h at ambient temperature. After evaporation of the volatile components in vacuo, the residue was taken up in toluene (10 ml) and again evaporated to dryness. The obtained acid chloride was then dissolved in dichloromethane (20 ml) and subsequently treat... Reactants: NC1=NC(=CC(=N1)N1CCC2(C[C@H](N(C2)C(=O)OCC2=CC=CC=C2)C(=O)OCC)CC1)O[C@@H](C(F)(F)F)C1=C(C=C(C=C1)C=O)N1N=C(C=C1)C ((S)-2-benzyl 3-ethyl 8-(2-amino-6-((R)-2,2,2-trifluoro-1-(4-formyl-2-(3-methyl-1H-pyrazol-1-yl)phenyl)ethoxy)pyrimidin-4-yl)-2,8-diazaspiro[4.5]decane-2,3-dicarboxylate), CC(=O)O (HOAc), [BH-](OC(=O)C)(OC(=O)C)OC(=O)C.[Na+] (NaBH(OAc)3), N(C)C (Me2NH). Run in ClC(C)Cl (dichloroethane). Run at time 20 hour. Yields the product NC1=NC(=CC(=N1)N1CCC2(C[C@H](N(C2)C(=O)OCC2=CC=CC=C2)C(=O)OCC)CC1)O[C@@H](C(F)(F)F)C1=C(C=C(C=C1)CN(C)C)N1N=C(C=C1)C ((S)-2-benzyl 3-ethyl 8-(2-amino-6-((R)-1-(4-((dimethylamino)methyl)-2-(3-methyl-1H-pyrazol-1-yl)phenyl)-2,2,2-trifluoroethoxy)pyrimidin-4-yl)-2,8-diazaspiro[4.5]decane-2,3-dicarboxylate). Reaction SMILES: [NH2:1][C:2]1[N:7]=[C:6]([N:8]2[CH2:32][CH2:31][C:11]3([CH2:15][N:14]([C:16]([O:18][CH2:19][C:20]4[CH:25]=[CH:24][CH:23]=[CH:22][CH:21]=4)=[O:17])[C@H:13]([C:26]([O:28][CH2:29][CH3:30])=[O:27])[CH2:12]3)[CH2:10][CH2:9]2)[CH:5]=[C:4]([O:33][C@H:34]([C:39]2[CH:44]=[CH:43][C:42]([CH:45]=O)=[CH:41][C:40]=2[N:47]2[CH:51]=[CH:50][C:49]([CH3:52])=[N:48]2)[C:35]([F:38])([F:37])[F:36])[N:3]=1.CC(O)=O.[BH-](OC(C)=O)(OC(C)=O)OC(C)=O.[Na+].[NH:71]([CH3:73])[CH3:72]>ClC(Cl)C>[NH2:1][C:2]1[N:7]=[C:6]([N:8]2[CH2:32][CH2:31][C:11]3([CH2:15][N:14]([C:16]([O:18][CH2:19][C:20]4[CH:21]=[CH:22][CH:23]=[CH:24][CH:25]=4)=[O:17])[C@H:13]([C:26]([O:28][CH2:29][CH3:30])=[O:27])[CH2:12]3)[CH2:10][CH2:9]2)[CH:5]=[C:4]([O:33][C@H:34]([C:39]2[CH:44]=[CH:43][C:42]([CH2:45][N:71]([CH3:73])[CH3:72])=[CH:41][C:40]=2[N:47]2[CH:51]=[CH:50][C:49]([CH3:52])=[N:48]2)[C:35]([F:37])([F:36])[F:38])[N:3]=1 |f:2.3|. Procedure: To a solution of (S)-2-benzyl 3-ethyl 8-(2-amino-6-((R)-2,2,2-trifluoro-1-(4-formyl-2-(3-methyl-1H-pyrazol-1-yl)phenyl)ethoxy)pyrimidin-4-yl)-2,8-diazaspiro[4.5]decane-2,3-dicarboxylate (166 mg, 0.23 mmol, see Ex. 25) in dichloroethane (4 mL) and HOAc (10 mg) was added NaBH(OAc)3 (242 mg, 1.15 mmol) and Me2NH (2M in THF, 0.58 mL, 1.15 mmol). The reaction mixture was stirred at RT for 20 h then concentrated in vacuo. The residue was dissolved in MeOH (1 mL) and purified by reverse phase HPLC (MeO... The reactants are FC(C(=O)NC=1SC=C(N1)C(C(=O)NC1[C@@H]2N(C(=CCS2)C(=O)O)C1=O)=NOCC1=CC=C(C=C1)F)(F)F (7-[2-[2-(2,2,2-trifluoroacetamido)-thiazol-4-yl]-2-(4-fluorobenzyloxyimino)acetamido]-3-cephem-4-carboxylic acid), C(C)(=O)[O-].[Na+] (sodium acetate), O (water). Run in O1CCCC1 (tetrahydrofuran). The product is NC=1SC=C(N1)C(C(=O)NC1[C@@H]2N(C(=CCS2)C(=O)O)C1=O)=NOCC1=CC=C(C=C1)F (7-[2-(2-aminothiazol-4-yl)-2-(4-fluorobenzyloxyimino)acetamido]-3-cephem-4-carboxylic acid). Isolated yield 111.0%. Reaction SMILES: FC(F)(F)C([NH:5][C:6]1[S:7][CH:8]=[C:9]([C:11](=[N:27][O:28][CH2:29][C:30]2[CH:35]=[CH:34][C:33]([F:36])=[CH:32][CH:31]=2)[C:12]([NH:14][CH:15]2[C:25](=[O:26])[N:17]3[C:18]([C:22]([OH:24])=[O:23])=[CH:19][CH2:20][S:21][C@H:16]23)=[O:13])[N:10]=1)=O.C([O-])(=O)C.[Na+].O>O1CCCC1>[NH2:5][C:6]1[S:7][CH:8]=[C:9]([C:11](=[N:27][O:28][CH2:29][C:30]2[CH:31]=[CH:32][C:33]([F:36])=[CH:34][CH:35]=2)[C:12]([NH:14][CH:15]2[C:25](=[O:26])[N:17]3[C:18]([C:22]([OH:24])=[O:23])=[CH:19][CH2:20][S:21][C@H:16]23)=[O:13])[N:10]=1 |f:1.2|. Reported procedure: A mixture of 7-[2-[2-(2,2,2-trifluoroacetamido)-thiazol-4-yl]-2-(4-fluorobenzyloxyimino)acetamido]-3-cephem-4-carboxylic acid (syn isomer, 2.9 g.), sodium acetate (4.1 g.), water (60 ml.) and tetrahydrofuran (30 ml.) was treated in a similar manner to that of Example 16-(2) to give 7-[2-(2-aminothiazol-4-yl)-2-(4-fluorobenzyloxyimino)acetamido]-3-cephem-4-carboxylic acid (syn isomer, 2.68 g.), m.p. 203° to 207° C. (dec.). Starting materials: 2E, BrC1=C(C(=CC=2C(=CCC(C12)(C)C)C(C)C)C(=C(CO)F)C)OCC (3-(4-bromo-3-ethoxy-8-isopropyl-5,5-dimethyl-5,6-dihydro-naphthalen-2-yl)- 2-fluoro-but-2-en-1-ol), C[N+]1(CCOCC1)[O-] (4-methylmorpholine N-oxide), ClCCl (dichloromethane). Reagents/catalysts: [Ru](=O)(=O)(=O)[O-].C(CC)[N+](CCC)(CCC)CCC (tetrapropylammonium perruthenate). Solvent: C(C)#N (acetonitrile). The product is BrC1=C(C(=CC=2C(=CCC(C12)(C)C)C(C)C)/C(=C(\C=O)/F)/C)OCC ((2E)-3-(4-Bromo-3-ethoxy-8-isopropyl-5,5-dimethyl-5,6-dihydro-naphthalen-2-yl)-2-fluoro-but-2-enal). RXN SMILES: [Br:1][C:2]1[C:11]2[C:10]([CH3:13])([CH3:12])[CH2:9][CH:8]=[C:7]([CH:14]([CH3:16])[CH3:15])[C:6]=2[CH:5]=[C:4]([C:17]([CH3:22])=[C:18]([F:21])[CH2:19][OH:20])[C:3]=1[O:23][CH2:24][CH3:25].C[N+]1([O-])CCOCC1.ClCCl>C(#N)C.[Ru]([O-])(=O)(=O)=O.C([N+](CCC)(CCC)CCC)CC>[Br:1][C:2]1[C:11]2[C:10]([CH3:13])([CH3:12])[CH2:9][CH:8]=[C:7]([CH:14]([CH3:16])[CH3:15])[C:6]=2[CH:5]=[C:4](/[C:17](/[CH3:22])=[C:18](/[F:21])\[CH:19]=[O:20])[C:3]=1[O:23][CH2:24][CH3:25] |f:4.5|. Procedure: As described in General Procedure H-1, (2E>3-(4-bromo-3-ethoxy-8-isopropyl-5,5-dimethyl-5,6-dihydro-naphthalen-2-yl)- 2-fluoro-but-2-en-1-ol (Compound A-136, 908 mg, 2.2 mmol), tetrapropylammonium perruthenate (20 mg, 0.057 mmol) and 4-methylmorpholine N-oxide (516 mg, 4.4 mmol) were reacted in acetonitrile and dichloromethane to give the title compound after purification by flash column chromatography (silica gel, 5% ethyl acetate in hexane). Starting materials: [Cl-].C1(=CC=CC=C1)OP(OC1=CC=CC=C1)(O)=O (phosphoric acid diphenyl ester chloride), ClC=1C=C(C[N+]#[C-])C=CC1 (3-chlorobenzyl isocyanide), ClC1=CC=CC2=C1C(N1[C@H](C(N2)=O)CC1)=O ((S)-5-chloro-1,10a-dihydro-azeto[2,1-c][1,4]benzodiazepine-4,10-(2H,9H)-dione), [H-].[Na+] (sodium hydride), potassium t-butylate. Solvent: CN(C=O)C (N,N-dimethylformamide), CN(C=O)C (N,N-dimethylformamide), C(C)(=O)O (acetic acid), O (water), CN(C=O)C (N,N-dimethylformamide), CN(C=O)C (N,N-dimethylformamide). Conditions: time 35 minute. Product: ClC1=CC=CC2=C1C(N1[C@H](C=3N2C=NC3C3=CC(=CC=C3)Cl)CC1)=O ((S)-8-chloro-1-(m-chlorophenyl)-12,12a-dihydro-9H-azeto[2,1-c]imidazo[1,5-a][1,4]benzodiazepin-9-one). As a reaction SMILES: [Cl:1][C:2]1[C:7]2[C:8](=[O:16])[N:9]3[CH2:15][CH2:14][C@H:10]3[C:11](=O)[NH:12][C:6]=2[CH:5]=[CH:4][CH:3]=1.[H-].[Na+].[Cl-].C1(OP(=O)(O)OC2C=CC=CC=2)C=CC=CC=1.[Cl:37][C:38]1[CH:39]=[C:40]([CH:44]=[CH:45][CH:46]=1)[CH2:41][N+:42]#[C-:43]>CN(C)C=O.O.C(O)(=O)C>[Cl:1][C:2]1[C:7]2[C:8](=[O:16])[N:9]3[CH2:15][CH2:14][C@H:10]3[C:11]3[N:12]([CH:43]=[N:42][C:41]=3[C:40]3[CH:44]=[CH:45][CH:46]=[C:38]([Cl:37])[CH:39]=3)[C:6]=2[CH:5]=[CH:4][CH:3]=1 |f:1.2,3.4|. Reported procedure: A suspension of 11.83 g (50 mmol) of (S)-5-chloro-1,10a-dihydro-azeto[2,1-c][1,4]benzodiazepine-4,10-(2H,9H)-dione in 35 ml of dry N,N-dimethylformamide is treated at -30° to -20° with 2.18 g (50 mmol) of sodium hydride (55 percent oil dispersion), the mixture is stirred at the above temperature for a further 35 minutes, and then at -70° there is added dropwise a solution of 13.43 g (50 mmol) of phosphoric acid diphenyl ester chloride in 8 ml of dry N,N-dimethylformamide. After stirring for 20 m... Starting materials: S1C(=CC=C1)C=1SC=CC1 (2,2'-bithiophene), C(C)(=O)OC(C)=O (acetic anhydride), ice. Reagents/catalysts: P(O)(O)(O)=O (phosphoric acid). Conditions: time 1 hour. Yields the product C(C)(=O)C1=CC=C(S1)C=1SC=CC1 (5-acetyl-2,2'-bithiophene). RXN SMILES: [S:1]1[CH:5]=[CH:4][CH:3]=[C:2]1[C:6]1[S:7][CH:8]=[CH:9][CH:10]=1.[C:11](OC(=O)C)(=[O:13])[CH3:12]>P(=O)(O)(O)O>[C:11]([C:5]1[S:1][C:2]([C:6]2[S:7][CH:8]=[CH:9][CH:10]=2)=[CH:3][CH:4]=1)(=[O:13])[CH3:12]. Procedure: 2.40 g of 2,2'-bithiophene was dissolved in 8 ml of acetic anhydride and refluxed under nitrogen gas atmosphere. 6 drops of phosphoric acid (85%) was added and reacted for 5 hours. The reaction mixture was poured onto 200 g of crushed ice cubes and stirred for 1 h. The solid deposited was collected and vacuum distilled, 5-acetyl-2,2'-bithiophene 1.98 g was obtained at 148° C./0.8 mm-Hg and the melting point was 112°-113° C. The residue was recrystallized from dioxane and 0.25 g of 5,5'-diacetyl-...